This data is from the Open Reaction Database (ORD), a public repository of structured organic reaction records. The task is: describe an organic reaction: reactants, conditions, products, and yield The reactants are O[C@H]1[C@@H](C2=C(S(CC13CCCCC3)(=O)=O)C=CC=C2)C2=CC=CC=C2 (trans-4-Hydroxy-5-phenyl-2,3,4,5-tetrahydrospiro(benzothiepine-3,1′-cyclohexane)-1,1-dioxide). The reagents and catalysts are CCCCCCCC(=O)C(C(=O)CCCCCCC)(C(=O)CCCCCCC)[NH3+].[Cl-] (Aliquat-336). The solvent is C(Cl)Cl (CH2Cl2). Conditions: time 10 hour. Product: O[C@H]1[C@H](C2=C(S(CC13CCCCC3)(=O)=O)C=CC=C2)C2=CC=CC=C2 (cis-4-Hydroxy-5-phenyl-2,3,4,5-tetrahydrospiro(benzothiepine-3,1′-cyclohexane)-1,1-dioxide). Isolated yield 62.6%. As a reaction SMILES: [OH:1][C@@H:2]1[C:8]2([CH2:13][CH2:12][CH2:11][CH2:10][CH2:9]2)[CH2:7][S:6](=[O:15])(=[O:14])[C:5]2[CH:16]=[CH:17][CH:18]=[CH:19][C:4]=2[C@H:3]1[C:20]1[CH:25]=[CH:24][CH:23]=[CH:22][CH:21]=1>C(Cl)Cl.CCCCCCCC(C([NH3+])(C(CCCCCCC)=O)C(CCCCCCC)=O)=O.[Cl-]>[OH:1][C@@H:2]1[C:8]2([CH2:9][CH2:10][CH2:11][CH2:12][CH2:13]2)[CH2:7][S:6](=[O:15])(=[O:14])[C:5]2[CH:16]=[CH:17][CH:18]=[CH:19][C:4]=2[C@@H:3]1[C:20]1[CH:25]=[CH:24][CH:23]=[CH:22][CH:21]=1 |f:2.3|. Procedure: To a solution of 0.2 g (0.56 mmole) of 59 in 20 ml of CH2Cl2, was added 8 g of 50% NAOH and one drop of Aliquat-336 (methyltricaprylylammonium chloride) phase transfer catalyst. The reaction mixture was stirred for 10 h at room temperature. Twenty g of ice was added to the mixture and the mixture was extracted with CH2Cl2 (3×10 ml) washed with water, brine and dried over MgSO4 and concentrated in vacuo to recover 0.15 g of crude product. This was recrystallized from Hexane/EtOAc to give 125 mg o... Reactants: C1(=CC=CC=C1)C1N(O1)S(=O)(=O)C1=CC=CC=C1 (3-phenyl-2-(phenylsulfonyl)-1,2-oxaziridine), COC1=CC=C(C=C1)C=1N=C(SC1C1=CC=C(C=C1)C)C1CCC2(OCCO2)CC1 (8-(4-(4-Methoxyphenyl)-5-(p-tolyl)thiazol-2-yl)-1,4-dioxaspiro[4.5]decane), O (water). Run in O1CCCC1 (tetrahydrofuran), O1CCCC1 (tetrahydrofuran), C(CCC)[Li] (n-butyllithium), CCCCCC (n-hexane). Reaction conditions: time 1 hour. Yields the product COC1=CC=C(C=C1)C=1N=C(SC1C1=CC=C(C=C1)C)C1(CCC2(OCCO2)CC1)O (8-(4-(4-Methoxyphenyl)-5-(p-tolyl)thiazol-2-yl)-1,4-dioxaspiro[4.5]decan-8-ol). Isolated yield 54.8%. RXN SMILES: [CH3:1][O:2][C:3]1[CH:8]=[CH:7][C:6]([C:9]2[N:10]=[C:11]([CH:21]3[CH2:30][CH2:29][C:24]4([O:28][CH2:27][CH2:26][O:25]4)[CH2:23][CH2:22]3)[S:12][C:13]=2[C:14]2[CH:19]=[CH:18][C:17]([CH3:20])=[CH:16][CH:15]=2)=[CH:5][CH:4]=1.C1(C2[O:39]N2S(C2C=CC=CC=2)(=O)=O)C=CC=CC=1.O>O1CCCC1.C([Li])CCC.CCCCCC>[CH3:1][O:2][C:3]1[CH:8]=[CH:7][C:6]([C:9]2[N:10]=[C:11]([C:21]3([OH:39])[CH2:30][CH2:29][C:24]4([O:28][CH2:27][CH2:26][O:25]4)[CH2:23][CH2:22]3)[S:12][C:13]=2[C:14]2[CH:19]=[CH:18][C:17]([CH3:20])=[CH:16][CH:15]=2)=[CH:5][CH:4]=1. Reported procedure: To a solution of 8-(4-(4-methoxyphenyl)-5-(p-tolyl)thiazol-2-yl)-1,4-dioxaspiro[4.5]decane (Reference Example 95) (734 mg, 1.74 mmol) in tetrahydrofuran (8.7 mL), 1.63 M n-butyllithium/solution in n-hexane (1.17 mL) was added at −78° C., and the obtained solution was stirred at the same temperature for 1 hour. The reaction solution was added at −78° C. to a solution of 3-phenyl-2-(phenylsulfonyl)-1,2-oxaziridine (546 mg, 2.09 mmol) in tetrahydrofuran (8.7 mL), and the obtained solution was allow... The reactants are CCOC(C)=O, CCCCCCC, O=C(c1cnccc1Oc1cc(Cl)ccc1Cl)N1CCCc2ccccc21, CN(C)c1ncccc1N. Yields the product CN(C)c1ncccc1NC(=O)c1cnccc1Oc1cc(Cl)ccc1Cl. Reaction SMILES: [C:38]([O:39][CH2:40][CH3:41])(=[O:42])[CH3:43].[CH3:44][CH2:45][CH2:46][CH2:47][CH2:48][CH2:49][CH3:50].[Cl:1][c:2]1[c:3]([O:4][c:5]2[c:6]([C:11](=[O:12])[N:13]3[c:14]4[c:15]([cH:16][cH:17][cH:18][cH:19]4)[CH2:20][CH2:21][CH2:22]3)[cH:7][n:8][cH:9][cH:10]2)[cH:23][c:24]([Cl:27])[cH:25][cH:26]1.[NH2:28][c:29]1[c:30]([N:35]([CH3:36])[CH3:37])[n:31][cH:32][cH:33][cH:34]1>>[Cl:1][c:2]1[c:3]([O:4][c:5]2[c:6]([C:11](=[O:12])[NH:28][c:29]3[c:30]([N:35]([CH3:36])[CH3:37])[n:31][cH:32][cH:33][cH:34]3)[cH:7][n:8][cH:9][cH:10]2)[cH:23][c:24]([Cl:27])[cH:25][cH:26]1.